Dataset: the Open Reaction Database (ORD), a public repository of structured organic reaction records. Task: describe an organic reaction: reactants, conditions, products, and yield The reactants are Cc1ccc(-c2ccc3c(c2)C=C(C(=O)Nc2ccc(CCl)cc2)CC3)cc1, NC(CO)CO, CN(C)C=O, O. The product is Cc1ccc(-c2ccc3c(c2)C=C(C(=O)Nc2ccc(CNC(CO)CO)cc2)CC3)cc1. RXN SMILES: [Cl:1][CH2:2][c:3]1[cH:4][cH:5][c:6]([NH:9][C:10](=[O:11])[C:12]2=[CH:13][c:14]3[cH:15][c:16](-[c:22]4[cH:23][cH:24][c:25]([CH3:28])[cH:26][cH:27]4)[cH:17][cH:18][c:19]3[CH2:20][CH2:21]2)[cH:7][cH:8]1.[NH2:29][CH:30]([CH2:31][OH:32])[CH2:33][OH:34].[O:36]=[CH:37][N:38]([CH3:39])[CH3:40].[OH2:35]>>[CH2:2]([c:3]1[cH:4][cH:5][c:6]([NH:9][C:10](=[O:11])[C:12]2=[CH:13][c:14]3[cH:15][c:16](-[c:22]4[cH:23][cH:24][c:25]([CH3:28])[cH:26][cH:27]4)[cH:17][cH:18][c:19]3[CH2:20][CH2:21]2)[cH:7][cH:8]1)[NH:29][CH:30]([CH2:31][OH:32])[CH2:33][OH:34]. Reactants: C1CCC2=NCCCN2CC1 (DBU), S(=O)(=O)(O)[O-].[K+] (potassium hydrogen sulfate), C(C)(C)(C)OC(=O)N[C@H]1COCCC\C=C/[C@H]2[C@](NC([C@H]3N(C1=O)C[C@@H](C3)OC(=O)N3CC1=CC=CC(=C1C3)F)=O)(C2)C(=O)O ((2R,6S,13aS,14aR,16aS,Z)-6-(tert-butoxycarbonylamino)-2-(4-fluoroisoindoline-2-carbonyloxy)-5,16-dioxo-2,3,5,6,7,9,10,11,13a,14,14a,15,16,16a-tetradecahydro-1H-cyclopropa(i)pyrrolo[1,2-e][1,5,8]oxadiazacyclopentadecine-14a-carboxylic acid), N1(C=NC=C1)C(=O)N1C=NC=C1 (di(1H-imidazol-1-yl)methanone), C1(CC1)S(=O)(=O)N (Cyclopropanesulfonamide). The solvent is O (Water), C1(=CC=CC=C1)C (toluene). Reaction conditions: temperature 60 celsius, time 3 hour. The product is FC1=C2CN(CC2=CC=C1)C(=O)O[C@@H]1C[C@@H]2N(C([C@H](COCCC\C=C/[C@H]3[C@](NC2=O)(C3)C(NS(=O)(=O)C3CC3)=O)NC(=O)OC(C)(C)C)=O)C1 ((2R,6S,13aS,14aR,16aS,Z)-6-(tert-butoxycarbonylamino)-14a-(cyclopropylsulfonylcarbamoyl)-5,16-dioxo-2,3,5,6,7,9,10,11,13a,14,14a,15,16,16a-tetradecahydro-1H-cyclopropa(i)pyrrolo[1,2-e][1,5,8]oxadiazacyclopentadecin-2-yl 4-fluoroisoindoline-2-carboxylate). Isolated yield 96.4%. RXN SMILES: [C:1]([O:5][C:6]([NH:8][C@@H:9]1[C:23](=[O:24])[N:22]2[CH2:25][C@H:26]([O:28][C:29]([N:31]3[CH2:39][C:38]4[C:33](=[CH:34][CH:35]=[CH:36][C:37]=4[F:40])[CH2:32]3)=[O:30])[CH2:27][C@H:21]2[C:20](=[O:41])[NH:19][C@:18]2([C:43]([OH:45])=O)[CH2:42][C@H:17]2[CH:16]=[CH:15][CH2:14][CH2:13][CH2:12][O:11][CH2:10]1)=[O:7])([CH3:4])([CH3:3])[CH3:2].N1(C(N2C=CN=C2)=O)C=CN=C1.[CH:58]1([S:61]([NH2:64])(=[O:63])=[O:62])[CH2:60][CH2:59]1.C1CCN2C(=NCCC2)CC1.S([O-])(O)(=O)=O.[K+]>C1(C)C=CC=CC=1.O>[F:40][C:37]1[CH:36]=[CH:35][CH:34]=[C:33]2[C:38]=1[CH2:39][N:31]([C:29]([O:28][C@H:26]1[CH2:25][N:22]3[C:23](=[O:24])[C@@H:9]([NH:8][C:6]([O:5][C:1]([CH3:2])([CH3:3])[CH3:4])=[O:7])[CH2:10][O:11][CH2:12][CH2:13][CH2:14][CH:15]=[CH:16][C@@H:17]4[CH2:42][C@@:18]4([C:43](=[O:45])[NH:64][S:61]([CH:58]4[CH2:60][CH2:59]4)(=[O:63])=[O:62])[NH:19][C:20](=[O:41])[C@@H:21]3[CH2:27]1)=[O:30])[CH2:32]2 |f:4.5|. Procedure: (2R,6S,13aS,14aR,16aS,Z)-6-(tert-butoxycarbonylamino)-2-(4-fluoroisoindoline-2-carbonyloxy)-5,16-dioxo-2,3,5,6,7,9,10,11,13a,14,14a,15,16,16a-tetradecahydro-1H-cyclopropa(i)pyrrolo[1,2-e][1,5,8]oxadiazacyclopentadecine-14a-carboxylic acid (0.085 g, 0.13 mmol) in toluene (3 mL) was added di(1H-imidazol-1-yl)methanone (0.028 g, 0.18 mmol) in rt. The reaction was stirred at 60° C. for 3 hrs. Cyclopropanesulfonamide (0.029 g, 0.24 mmol) was added, followed by addition of DBU (0.036 ml, 0.24 mmol). T...